Dataset: the Open Reaction Database (ORD), a public repository of structured organic reaction records. Task: describe an organic reaction: reactants, conditions, products, and yield Starting materials: ClC1=NC=CC=C1N=C=S (2-chloro-3-isothiocyanatopyridine), C(C1=CC=CC=C1)OC=1C(=NC=CC1)N (3-(benzyloxy)pyridin-2-amine). Run in C(CO)O (ethylene glycol). Conditions: temperature 120 celsius. Yields the product C(C1=CC=CC=C1)OC=1C(=NC=CC1)NC=1SC2=NC=CC=C2N1 (N-(3-(Benzyloxy)pyridin-2-yl)thiazolo[5,4-b]pyridin-2-amine). Reaction SMILES: Cl[C:2]1[C:7]([N:8]=[C:9]=[S:10])=[CH:6][CH:5]=[CH:4][N:3]=1.[CH2:11]([O:18][C:19]1[C:20]([NH2:25])=[N:21][CH:22]=[CH:23][CH:24]=1)[C:12]1[CH:17]=[CH:16][CH:15]=[CH:14][CH:13]=1>C(O)CO>[CH2:11]([O:18][C:19]1[C:20]([NH:25][C:9]2[S:10][C:2]3[C:7]([N:8]=2)=[CH:6][CH:5]=[CH:4][N:3]=3)=[N:21][CH:22]=[CH:23][CH:24]=1)[C:12]1[CH:13]=[CH:14][CH:15]=[CH:16][CH:17]=1. Procedure details: A mixture of 2-chloro-3-isothiocyanatopyridine (0.342 g, 2.00 mmol) and 3-(benzyloxy)pyridin-2-amine (0.401 g, 2.00 mmol) in ethylene glycol (2 mL) was heated at 120° C. for 3 hours. The reaction mixture was cooled and partitioned between ethyl acetate and water. The organic layer was washed with brine, dried and concentrated. The residue was purified by MPLC eluting with 4:1 hexane:ethyl acetate to afford the title compound as a wax. The wax was triturated with 10:1 hexanes:dichloromethane (11 ... Starting materials: CCOC(=O)CCCBr, C1CCNC1, Cc1ccccc1. Yields the product CCOC(=O)CCCN1CCCC1. As a reaction SMILES: [Br:6][CH2:7][CH2:8][CH2:9][C:10](=[O:11])[O:12][CH2:13][CH3:14].[CH2:1]1[CH2:2][CH2:3][NH:4][CH2:5]1.[CH3:15][c:16]1[cH:17][cH:18][cH:19][cH:20][cH:21]1>>[CH2:1]1[CH2:2][CH2:3][N:4]([CH2:7][CH2:8][CH2:9][C:10](=[O:11])[O:12][CH2:13][CH3:14])[CH2:5]1. The reactants are CCS(=O)(=O)Cl, CC1=C(C(=O)Nc2cc3cn[nH]c3cc2F)C(c2ccc(C(F)(F)F)c(N)c2)CC(=O)N1. The product is CCS(=O)(=O)Nc1cc(C2CC(=O)NC(C)=C2C(=O)Nc2cc3cn[nH]c3cc2F)ccc1C(F)(F)F. Reaction SMILES: [CH2:33]([CH3:34])[S:35](=[O:36])(=[O:37])[Cl:38].[NH2:1][c:2]1[cH:3][c:4]([CH:12]2[C:13]([C:20](=[O:21])[NH:22][c:23]3[cH:24][c:25]4[cH:26][n:27][nH:28][c:29]4[cH:30][c:31]3[F:32])=[C:14]([CH3:19])[NH:15][C:16](=[O:18])[CH2:17]2)[cH:5][cH:6][c:7]1[C:8]([F:9])([F:10])[F:11]>>[NH:1]([c:2]1[cH:3][c:4]([CH:12]2[C:13]([C:20](=[O:21])[NH:22][c:23]3[cH:24][c:25]4[cH:26][n:27][nH:28][c:29]4[cH:30][c:31]3[F:32])=[C:14]([CH3:19])[NH:15][C:16](=[O:18])[CH2:17]2)[cH:5][cH:6][c:7]1[C:8]([F:9])([F:10])[F:11])[S:35]([CH2:33][CH3:34])(=[O:36])=[O:37]. Starting materials: [O-]CC.[Na+] (Sodium ethoxide), [Na] (sodium), C1(=CC=CC=C1)S(=O)(=O)O.BrC1=CC=C(C(=N)N)C=C1 (p-bromobenzamidine benzenesulfonate), CN(C=C(C(=O)C(C1=CC=C(C=C1)Br)=O)C)C (3-dimethylamino-1-(4-bromobenzoyl)-2-methylpropen-1-one). Run in C(C)O (ethanol), C(C)O (ethanol). The product is CC=1C(=NC(=NC1)C1=CC=C(C=C1)Br)C1=CC=C(C=C1)Br (5-Methyl-2,4-bis(4-bromophenyl)pyrimidine). RXN SMILES: [O-][CH2:2]C.[Na+].[Na].C1(S(O)(=O)=O)C=CC=CC=1.[Br:16][C:17]1[CH:25]=[CH:24][C:20]([C:21]([NH2:23])=[NH:22])=[CH:19][CH:18]=1.CN(C)C=[C:29](C)[C:30]([C:32](=O)[C:33]1[CH:38]=[CH:37][C:36]([Br:39])=[CH:35][CH:34]=1)=O>C(O)C>[CH3:2][C:30]1[C:32]([C:33]2[CH:34]=[CH:35][C:36]([Br:39])=[CH:37][CH:38]=2)=[N:22][C:21]([C:20]2[CH:24]=[CH:25][C:17]([Br:16])=[CH:18][CH:19]=2)=[N:23][CH:29]=1 |f:0.1,3.4,^1:4|. Reported procedure: Sodium ethoxide (0.06 mole), (prepared from 1.38 g sodium in 75 mL absolute ethanol) is gradually added to a stirred suspension of p-bromobenzamidine benzenesulfonate (10.7 g, 0.03 mole), and 3-dimethylamino-1-(4-bromobenzoyl)-2-methylpropen-1-one (8.04 g, 0.03 mole) in 75 mL absolute ethanol, and the reaction mixture is heated under reflux for 12-16 hr (TLC monitored). Solvent is distilled and the residue is treated with 150 mL water. The resulting solid is filtered, washed with water and dried... Starting materials: COC(C1=CC=C(C=C1)N)=O (4-Amino-benzoic acid methyl ester), N1=CC=CC=C1 (pyridine), BrC(C(=O)Br)C (2-Bromo-propionyl bromide). RXN SMILES: [CH3:1][O:2][C:3](=[O:11])[C:4]1[CH:9]=[CH:8][C:7]([NH2:10])=[CH:6][CH:5]=1.N1C=CC=CC=1.[Br:18][CH:19]([CH3:23])[C:20](Br)=[O:21]>C1(C)C=CC=CC=1.O>[CH3:1][O:2][C:3](=[O:11])[C:4]1[CH:9]=[CH:8][C:7]([NH:10][C:20](=[O:21])[CH:19]([Br:18])[CH3:23])=[CH:6][CH:5]=1. The product is COC(C1=CC=C(C=C1)NC(C(C)Br)=O)=O (4-(2-Bromo-propionylamino)-benzoic acid methyl ester). Procedure details: To a solution of 1.1 g of 4-Amino-benzoic acid methyl ester in 17 ml of toluene were added 2.2 ml of pyridine and 1.5 g of 2-Bromo-propionyl bromide at room temperature. After 16 h the reaction mixture was diluted with water and filtered through a chem Elut® cartridge by eluting with ethyl acetate. The solvents were removed under reduced pressure and the crude product was purified by chromatography on silica gel eluting with a gradient of n-heptane/ethyl acetate. The fractions containing the pro... Run in C1(=CC=CC=C1)C (toluene), O (water). Starting materials: COS(=O)(=O)[O-] (methylsulfate), C1C([C@@H](C(O1)C(CO)O)O)O (sorbitan), tetra esters, sorbitan esters, OC[C@H](O)[C@@H](O)[C@H](O)[C@H](O)CO (sorbitol), sorbitan ester, C16 and C18 alkyl, C1[C@H]([C@@H]2[C@H](O1)[C@H](CO2)O)O (isosorbide). The product is CCCCCCCCCCCCCCCCCC(=O)OCC([C@@H]1[C@H]([C@@H](CO1)O)O)O (Glycomul S). As a reaction SMILES: [CH3:1][O:2]S([O-])(=O)=O.[CH2:7]1[O:11][CH:10]([CH:12]([OH:15])[CH2:13][OH:14])[C@@H:9]([OH:16])[CH:8]1[OH:17].[CH2:18]1O[C@@H:21]2[C@@H:23](O)[CH2:24]O[C@@H:20]2[C@@H:19]1O.O[CH2:29][C@@H:30]([C@H:32]([C@@H:34]([C@@H:36]([CH2:38]O)O)O)O)O>>[CH3:18][CH2:19][CH2:20][CH2:21][CH2:23][CH2:24][CH2:29][CH2:30][CH2:32][CH2:34][CH2:36][CH2:38][CH2:7][CH2:8][CH2:9][CH2:10][CH2:12][C:1]([O:14][CH2:13][CH:12]([OH:15])[C@H:10]1[O:11][CH2:7][C@@H:8]([OH:17])[C@@H:9]1[OH:16])=[O:2]. Procedure details: The ditallowalkyldimethylammonium methylsulfate in the softener and antistat mixture was obtained as a commercial product from the Ashland Chemical Company. The sorbitan ester comprises the C16 and C18 alkyl mono, di, tri and tetra esters of sorbitan, isosorbide and small amounts of sorbitol (collectively "sorbitan esters") and was obtained as a commercial product from Glycomul Corporation as Glycomul S. This sorbitan ester mixture contains from about 52 to 59% by weight of C16 material and from...